From a dataset of the Open Reaction Database (ORD), a public repository of structured organic reaction records. describe an organic reaction: reactants, conditions, products, and yield Starting materials: CO, CCOC(C)=O, CC(=O)O, COC(=O)CNc1cccc(Br)c1, O=N[O-], [Na+], O, [Zn]. Yields the product COC(=O)CN(N)c1cccc(Br)c1. As a reaction SMILES: [CH3:18][OH:19].[CH3:20][CH2:21][O:22][C:23](=[O:24])[CH3:25].[CH3:27][C:28](=[O:29])[OH:30].[CH3:5][O:6][C:7]([CH2:8][NH:9][c:10]1[cH:11][c:12]([Br:16])[cH:13][cH:14][cH:15]1)=[O:17].[N:1]([O-:2])=[O:3].[Na+:4].[OH2:26].[Zn:31]>>[NH2:1][N:9]([CH2:8][C:7]([O:6][CH3:5])=[O:17])[c:10]1[cH:11][c:12]([Br:16])[cH:13][cH:14][cH:15]1. The reactants are CC(C)N, CO, CN1N=C(c2ccccc2OCC2CO2)CCC1=O, Oc1ccccc1. The product is CC(C)NCC(O)COc1ccccc1C1=NN(C)C(=O)CC1. RXN SMILES: [CH3:27][CH:28]([CH3:29])[NH2:30].[CH3:31][OH:32].[O:1]1[CH:2]([CH2:3][O:4][c:5]2[c:6]([C:11]3=[N:16][N:15]([CH3:17])[C:14](=[O:18])[CH2:13][CH2:12]3)[cH:7][cH:8][cH:9][cH:10]2)[CH2:19]1.[OH:20][c:21]1[cH:22][cH:23][cH:24][cH:25][cH:26]1>>[OH:1][CH:2]([CH2:3][O:4][c:5]1[c:6]([C:11]2=[N:16][N:15]([CH3:17])[C:14](=[O:18])[CH2:13][CH2:12]2)[cH:7][cH:8][cH:9][cH:10]1)[CH2:19][NH:30][CH:28]([CH3:27])[CH3:29]. Reactants: N1CCOCC1 (morpholine), FC1=CC=C(C=C1)C=1C(=NC=CN1)N1CCN(CC1)CCNC ({2-[3′-(4-fluoro-phenyl)-2,3,5,6-tetrahydro-[1,2′]bipyrazinyl-4-yl]-ethyl}-methyl-amine), CN1C(=NC=C1S(=O)(=O)Cl)C (1,2-dimethylimidazole-5-sulfonyl chloride). The solvent is ClCCl (dichloromethane). Run at time 72 hour. Product: Cl.FC1=CC=C(C=C1)C=1C(=NC=CN1)N1CCN(CC1)CCN(S(=O)(=O)C=1N(C(=NC1)C)C)C (2,3-Dimethyl-3H-imidazole-4-sulfonic acid {2-[3′-(4-fluoro-phenyl)-2,3,5,6-tetrahydro-[1,2′]bipyrazinyl-4-yl]-ethyl}-methyl-amide hydrochloride). Isolated yield 65.7%. Reaction SMILES: [F:1][C:2]1[CH:7]=[CH:6][C:5]([C:8]2[C:9]([N:14]3[CH2:19][CH2:18][N:17]([CH2:20][CH2:21][NH:22][CH3:23])[CH2:16][CH2:15]3)=[N:10][CH:11]=[CH:12][N:13]=2)=[CH:4][CH:3]=1.N1CCOCC1.[CH3:30][N:31]1[C:35]([S:36]([Cl:39])(=[O:38])=[O:37])=[CH:34][N:33]=[C:32]1[CH3:40]>ClCCl>[ClH:39].[F:1][C:2]1[CH:7]=[CH:6][C:5]([C:8]2[C:9]([N:14]3[CH2:15][CH2:16][N:17]([CH2:20][CH2:21][N:22]([CH3:23])[S:36]([C:35]4[N:31]([CH3:30])[C:32]([CH3:40])=[N:33][CH:34]=4)(=[O:38])=[O:37])[CH2:18][CH2:19]3)=[N:10][CH:11]=[CH:12][N:13]=2)=[CH:4][CH:3]=1 |f:4.5|. Procedure: Dissolve {2-[3′-(4-fluoro-phenyl)-2,3,5,6-tetrahydro-[1,2′]bipyrazinyl-4-yl]-ethyl}-methyl-amine (0.111 g, 0.352 mmol) in dichloromethane (4 mL). Add resin-bound morpholine (0.155 g, 0.387 mmol) followed by 1,2-dimethylimidazole-5-sulfonyl chloride (0.075 g, 0.387 mmol) and shake at ambient temperature for 72 hr. Filter, concentrate and purify (SCX chromatography, followed by silica gel chromatography, eluting with 100:0 to 0:100 hexanes:ethyl acetate, then 10:90 methanol:ethyl acetate, then 20:... Starting materials: [C-]#N, CS(C)=O, CNc1nnc(C(C)(C)CCl)s1, [Na+]. Product: CNc1nnc(C(C)(C)CC#N)s1. RXN SMILES: [C-:13]#[N:14].[CH3:16][S:17]([CH3:18])=[O:19].[Cl:1][CH2:2][C:3]([CH3:4])([CH3:5])[c:6]1[n:7][n:8][c:9]([NH:11][CH3:12])[s:10]1.[Na+:15]>>[CH2:2]([C:3]([CH3:4])([CH3:5])[c:6]1[n:7][n:8][c:9]([NH:11][CH3:12])[s:10]1)[C:13]#[N:14]. The reactants are C(=O)(O)CCC1=CC=C(C(=O)O)C=C1 (4-(2-carboxyethyl)benzoic acid), [Al+3].[Cl-].[Cl-].[Cl-] (AlCl3), [Na+].[Cl-] (NaCl), Cl (HCl). Run in C(C)(=O)OCC (ethyl acetate). Conditions: temperature 190 celsius. The product is O=C1CCC2=CC=C(C=C12)C(=O)O (3-Oxo-2,3-dihydro-1H-indene-5-carboxylic acid). The yield is 77.0%. Reaction SMILES: [C:1]([CH2:4][CH2:5][C:6]1[CH:14]=[CH:13][C:9]([C:10]([OH:12])=[O:11])=[CH:8][CH:7]=1)([OH:3])=O.[Al+3].[Cl-].[Cl-].[Cl-].[Na+].[Cl-].Cl>C(OCC)(=O)C>[O:3]=[C:1]1[C:14]2[C:6](=[CH:7][CH:8]=[C:9]([C:10]([OH:12])=[O:11])[CH:13]=2)[CH2:5][CH2:4]1 |f:1.2.3.4,5.6|. Procedure details: A mixture of 4-(2-carboxyethyl)benzoic acid (20.0 g, 103.09 mmol, 1.0 eq.), AlCl3 (164.0 g, 1237.11 mmol, 12.0 eq.) and NaCl (16.4 g, 10% mass weight of AlCl3) was heated for 12 hours at 190° C. The mixture was poured onto ice (500 g), and 6 M HCl (500 ml) and ethyl acetate (800 ml) were added. The phases were separated and the aqueous phase was extracted with ethyl acetate (3×400 ml). The combined org. phases were washed with 2 M HCl solution (2×400 ml), water (2×400 ml) and sat. NaCl solution ...